From a dataset of the Open Reaction Database (ORD), a public repository of structured organic reaction records. describe an organic reaction: reactants, conditions, products, and yield Starting materials: OC(C(CCCCCCCCC)=O)C1=CC(=C(C=C1)O)OC (1-hydroxy-1-(4-hydroxy-3-methoxyphenyl)undecan-2-one), CN(C)C(CCCCCCCCC)C#N (1-(N,N-dimethylamino)-1-decylcyanide), vanillin-THP. Yields the product OC(C(=O)C1=CC(=C(C=C1)O)OC)CCCCCCCCC (2-hydroxy-1-(4-hydroxy-3-methoxyphenyl)undecan-1-one). As a reaction SMILES: [OH:1][CH:2]([C:14]1[CH:19]=[CH:18][C:17]([OH:20])=[C:16]([O:21][CH3:22])[CH:15]=1)[C:3](=[O:13])[CH2:4][CH2:5][CH2:6][CH2:7][CH2:8][CH2:9][CH2:10][CH2:11][CH3:12].CN(C(C#N)CCCCCCCCC)C>>[OH:13][CH:3]([CH2:4][CH2:5][CH2:6][CH2:7][CH2:8][CH2:9][CH2:10][CH2:11][CH3:12])[C:2]([C:14]1[CH:19]=[CH:18][C:17]([OH:20])=[C:16]([O:21][CH3:22])[CH:15]=1)=[O:1]. Procedure: Similar procedure was used to synthesise 1-hydroxy-1-(4-hydroxy-3-methoxyphenyl)undecan-2-one where 1-(N,N-dimethylamino)-1-decylcyanide was formed instead and reacted with vanillin-THP. Starting materials: Cc1cc(NC2CCN(C(=O)OC(C)(C)C)CC2)c([N+](=O)[O-])cc1C#N, CCO, NN, O. The product is Cc1cc(NC2CCN(C(=O)OC(C)(C)C)CC2)c(N)cc1C#N. RXN SMILES: [C:1](#[N:2])[c:3]1[cH:4][c:5]([N+:24]([O-:25])=[O:26])[c:6]([NH:10][CH:11]2[CH2:12][CH2:13][N:14]([C:17](=[O:18])[O:19][C:20]([CH3:21])([CH3:22])[CH3:23])[CH2:15][CH2:16]2)[cH:7][c:8]1[CH3:9].[CH3:30][CH2:31][OH:32].[NH2:28][NH2:29].[OH2:27]>>[C:1](#[N:2])[c:3]1[cH:4][c:5]([NH2:24])[c:6]([NH:10][CH:11]2[CH2:12][CH2:13][N:14]([C:17](=[O:18])[O:19][C:20]([CH3:21])([CH3:22])[CH3:23])[CH2:15][CH2:16]2)[cH:7][c:8]1[CH3:9].